Dataset: the Open Reaction Database (ORD), a public repository of structured organic reaction records. Task: describe an organic reaction: reactants, conditions, products, and yield Starting materials: hydrochloride salt, NC1=CC2=C(N=CN2)C=C1 (5-aminobenzimidazole), N1(C=NC=C1)C(=O)N1C=NC=C1 (di(1H-imidazol-1-yl)methanone), TEA, Cl.NCC(=O)C1=CC(=CC=C1)OC (aminomethyl-(3-methoxyphenyl)ketone hydrochloride), TEA, PdC. The product is N1C=NC2=C1C=CC(=C2)N2C(NCC2C2=CC(=CC=C2)OC)=O (1-(1H-benzo[d]imidazol-5-yl)-5-(3-methoxyphenyl)imidazolidin-2-one). Reaction SMILES: [NH2:1][C:2]1[CH:10]=[CH:9][C:5]2[N:6]=[CH:7][NH:8][C:4]=2[CH:3]=1.N1([C:16]([N:18]2[CH:22]=[CH:21]N=C2)=[O:17])C=CN=C1.Cl.NCC([C:28]1[CH:33]=[CH:32][CH:31]=[C:30]([O:34][CH3:35])[CH:29]=1)=O>>[NH:6]1[C:5]2[CH:9]=[CH:10][C:2]([N:1]3[CH:21]([C:28]4[CH:33]=[CH:32][CH:31]=[C:30]([O:34][CH3:35])[CH:29]=4)[CH2:22][NH:18][C:16]3=[O:17])=[CH:3][C:4]=2[N:8]=[CH:7]1 |f:2.3|. Procedure details: The compound was synthesized as hydrochloride salt starting from 5-aminobenzimidazole (0.532 g, 4 mmol), di(1H-imidazol-1-yl)methanone (0.713 g, 4.4 mmol), TEA (1.67 mL, 12 mmol), aminomethyl-(3-methoxyphenyl)ketone hydrochloride (0.807 g, 4 mmol), TEA (1.12 mL, 8 mmol), PdC (10%, 0.02 g) as described in method 1. Reactants: C(C=C)Br (allyl bromide), [H-].[Na+] (sodium hydride), CN(C=O)C (dimethylformamide), ClC1=C(C(=O)OC(C(=O)OCC)(C)C)C=C(C=C1)N1C(NC(=CC1=O)C(F)(F)F)=O (ethyl 2-{2-chloro-5-[3,6-dihydro-2,6-dioxo-4-trifluoromethyl-1(2H)-pyrimidinyl]-benzoyloxy}-2-methyl-propionate). Run in O (water). The product is ClC1=C(C(=O)OC(C(=O)OCC)(C)C)C=C(C=C1)N1C(N(C(=CC1=O)C(F)(F)F)CC=C)=O (ethyl 2-{2-chloro-5-[3,6-dihydro-2,6-dioxo-3-(2-propenyl)-4 -trifluoromethyl-1(2H)-pyrimidinyl]-benzoyloxy}-2-methyl-propionate). As a reaction SMILES: [H-].[Na+].CN(C)C=O.[Cl:8][C:9]1[CH:25]=[CH:24][C:23]([N:26]2[C:31](=[O:32])[CH:30]=[C:29]([C:33]([F:36])([F:35])[F:34])[NH:28][C:27]2=[O:37])=[CH:22][C:10]=1[C:11]([O:13][C:14]([CH3:21])([CH3:20])[C:15]([O:17][CH2:18][CH3:19])=[O:16])=[O:12].[CH2:38](Br)[CH:39]=[CH2:40]>O>[Cl:8][C:9]1[CH:25]=[CH:24][C:23]([N:26]2[C:31](=[O:32])[CH:30]=[C:29]([C:33]([F:35])([F:34])[F:36])[N:28]([CH2:40][CH:39]=[CH2:38])[C:27]2=[O:37])=[CH:22][C:10]=1[C:11]([O:13][C:14]([CH3:20])([CH3:21])[C:15]([O:17][CH2:18][CH3:19])=[O:16])=[O:12] |f:0.1|. Procedure details: 0.35 g of sodium hydride (50% dispersion in white oil) is added to 40 ml of dimethylformamide while stirring. 2.9 g of ethyl 2-{2-chloro-5-[3,6-dihydro-2,6-dioxo-4-trifluoromethyl-1(2H)-pyrimidinyl]-benzoyloxy}-2-methyl-propionate [sic] are added portionwise as the solid. After completion of the addition the mixture is stirred at room temperature for a further hour. 1.2 g of allyl bromide are now added in one portion. The reaction mixture is stirred at room temperature for 18 hours and thereafte... Reactants: O=C(O)C1Cc2ccccc2C1, Cc1ccc(N)cc1. The reagents and catalysts are C[N+](=C(N1CCOCC1)N2C3=C(C=C(C=C3)Cl)[N+](=N2)[O-])C.F[P-](F)(F)(F)(F)F (HDMC), CCN(C(C)C)C(C)C (DIPEA). The solvent is CN(C)C=O (DMF), CN(C)C=O (DMF), CN(C)C=O (DMF), CN(C)C=O (DMF), CN(C)C=O (DMF), CN(C)C=O (DMF). Conditions: temperature 25 celsius, time 2 hour. Yields the product Cc1ccc(NC(=O)C2Cc3ccccc3C2)cc1. Yield: 89.1%. RXN SMILES: Cc1ccc(N)cc1.O=C(O)C1Cc2ccccc2C1.C[N+](=C(N1CCOCC1)N2C3=C(C=C(C=C3)Cl)[N+](=N2)[O-])C.F[P-](F)(F)(F)(F)F.CCN(C(C)C)C(C)C.CN(C)C=O>>Cc1ccc(NC(=O)C2Cc3ccccc3C2)cc1. Starting materials: CCCC[SnH](CCCC)CCCC (Bu3SnH), C(C=C)OC(=O)N1[C@@H](CC(C1)=C)CO[Si](C)(C)C(C)(C)C ((S)-N-(Allyloxycarbonyl)-2-(tert-butyidimethylsilyloxymethyl)-4-methylidenepyrrolidine), O (H2O), EtOAc Petroleum Ether, amine. The reagents and catalysts are Cl[Pd]([P](C1=CC=CC=C1)(C2=CC=CC=C2)C3=CC=CC=C3)([P](C4=CC=CC=C4)(C5=CC=CC=C5)C6=CC=CC=C6)Cl (PdCl2(PPh3)2). Run in C(Cl)Cl (CH2Cl2), C(Cl)Cl (CH2Cl2). Conditions: time 5 minute. Product: [Si](C)(C)(C(C)(C)C)OC[C@H]1NCC(C1)=C ((2S)-2-(tert-butyldimethylsilyloxymethyl)-4-methylidenepyrrolidine), oil. Isolated yield 77.0%. Reaction SMILES: C(OC([N:7]1[CH2:11][C:10](=[CH2:12])[CH2:9][C@H:8]1[CH2:13][O:14][Si:15]([C:18]([CH3:21])([CH3:20])[CH3:19])([CH3:17])[CH3:16])=O)C=C.O.CCCC[SnH](CCCC)CCCC>C(Cl)Cl.Cl[Pd](Cl)([P](C1C=CC=CC=1)(C1C=CC=CC=1)C1C=CC=CC=1)[P](C1C=CC=CC=1)(C1C=CC=CC=1)C1C=CC=CC=1>[Si:15]([O:14][CH2:13][C@@H:8]1[CH2:9][C:10](=[CH2:12])[CH2:11][NH:7]1)([C:18]([CH3:21])([CH3:20])[CH3:19])([CH3:16])[CH3:17] |^1:41,60|. Reported procedure: A catalytic amount of PdCl2(PPh3)2 (92 mg, 0.131 mmol) was added to a solution of the allyl carbamate 7 (1.0 g, 3.22 mmol) and H2O (0.34 mL, 18.9 mmol) in CH2Cl2 (30 mL). After 5 minutes stirring at room temperature, Bu3SnH (0.96 mL, 1.04 g, 3.57 mmol) was added rapidly in one portion. A slightly exothermic reaction with vigorous gas evolution immediately ensued. The mixture was stirred for 16 hours at room temperature under nitrogen at which point TLC (50% EtOAc/Petroleum Ether) revealed the fo... Reactants: NC=1C(=NC2=C(CCN(CC2)C(=O)OCC)N1)C(=O)OCC (diethyl 2-amino-6,7,8,9-tetrahydro-5H-pyrazino[2,3-d]azepine-3,7-dicarboxylate), C([O-])([O-])=O.[Na+].[Na+] (sodium carbonate). Run in S(O)(O)(=O)=O (sulfuric acid). Conditions: temperature 180 celsius. The product is NC=1C=NC2=C(CCNCC2)N1 (2-Amino-6,7,8,9-tetrahydro-5H-pyrazino[2,3-d]azepine). As a reaction SMILES: [NH2:1][C:2]1[C:3](C(OCC)=O)=[N:4][C:5]2[CH2:11][CH2:10][N:9](C(OCC)=O)[CH2:8][CH2:7][C:6]=2[N:17]=1.C(=O)([O-])[O-].[Na+].[Na+]>S(=O)(=O)(O)O>[NH2:1][C:2]1[CH:3]=[N:4][C:5]2[CH2:11][CH2:10][NH:9][CH2:8][CH2:7][C:6]=2[N:17]=1 |f:1.2.3|. Procedure: A mixture of 1.6 gm (5.2 mmols) of diethyl 2-amino-6,7,8,9-tetrahydro-5H-pyrazino[2,3-d]azepine-3,7-dicarboxylate and 20 ml of 80% sulfuric acid was heated for 30 minutes at 180° C. Thereafter, the mixture was cooled, made alkaline with an aqueous sodium carbonate solution, and extracted with chloroform for 24 hours with a perforator. The chloroform extract was chromatographed in silicagel with chloroform/methanol/concentrated ammonia (24:12:1) as the mobile phase. The reactants are C=Cc1ccc(-c2cn(-c3cc(C(=O)Nc4cc(C(C)(C)C)cc(NS(C)(=O)=O)c4OC)ccc3C)nn2)cn1, CNC. The product is COc1c(NC(=O)c2ccc(C)c(-n3cc(-c4ccc(CCN(C)C)nc4)nn3)c2)cc(C(C)(C)C)cc1NS(C)(=O)=O. Reaction SMILES: [C:1]([CH3:2])([CH3:3])([CH3:4])[c:5]1[cH:6][c:7]([NH:36][S:37](=[O:38])(=[O:39])[CH3:40])[c:8]([O:34][CH3:35])[c:9]([NH:11][C:12]([c:13]2[cH:14][c:15](-[n:20]3[n:21][n:22][c:23](-[c:25]4[cH:26][n:27][c:28]([CH:31]=[CH2:32])[cH:29][cH:30]4)[cH:24]3)[c:16]([CH3:19])[cH:17][cH:18]2)=[O:33])[cH:10]1.[CH3:41][NH:42][CH3:43]>>[C:1]([CH3:2])([CH3:3])([CH3:4])[c:5]1[cH:6][c:7]([NH:36][S:37](=[O:38])(=[O:39])[CH3:40])[c:8]([O:34][CH3:35])[c:9]([NH:11][C:12]([c:13]2[cH:14][c:15](-[n:20]3[n:21][n:22][c:23](-[c:25]4[cH:26][n:27][c:28]([CH2:31][CH2:32][N:42]([CH3:41])[CH3:43])[cH:29][cH:30]4)[cH:24]3)[c:16]([CH3:19])[cH:17][cH:18]2)=[O:33])[cH:10]1.